This data is from the Open Reaction Database (ORD), a public repository of structured organic reaction records. The task is: describe an organic reaction: reactants, conditions, products, and yield Conditions: time 2 hour. Reaction SMILES: S(Cl)(Cl)=O.[CH3:5][NH:6][CH:7]([C:11]1[CH:16]=[CH:15][CH:14]=[CH:13][CH:12]=1)[C:8]([OH:10])=[O:9].[CH3:17]O>>[CH3:5][NH:6][CH:7]([C:11]1[CH:16]=[CH:15][CH:14]=[CH:13][CH:12]=1)[C:8]([O:10][CH3:17])=[O:9]. The reactants are S(=O)(Cl)Cl (thionyl chloride), CNC(C(=O)O)C1=CC=CC=C1 (2-methylamino-2-phenylacetic acid), CO (methanol). Procedure: 6.63 mL of thionyl chloride are slowly added to a solution of 1.5 g of 2-methylamino-2-phenylacetic acid in 100 mL of methanol. The mixture is heterogenous and becomes limpid after two hours stirring. The mixture is stirred for 48 h at rt then the solvent is evaporated to dryness. The crude product is diluted with an aqueous sodium bicarbonate solution and extracted with ethyl acetate. The organic phases are washed with water then brine, and dried over magnesium sulfate, filtered and evaporated ... Product: CNC(C(=O)OC)C1=CC=CC=C1 (Methyl 2-methylamino-2-phenylacetate). Reactants: C(C1=CC=CC=C1)N1C[C@@H](N(CC1)C(=O)OC(C)(C)C)CCCOC (4-benzyl-1-tert-butoxycarbonyl-2(S)-(3-methoxy-1-propyl)piperazine). The reagents and catalysts are [Pd] (palladium on carbon). The product is C(C)(C)(C)OC(=O)N1[C@H](CNCC1)CCCOC (1-tert-Butoxycarbonyl-2(S)-(3-methoxy-1-propyl)piperazine), oil. Reaction SMILES: C([N:8]1[CH2:13][CH2:12][N:11]([C:14]([O:16][C:17]([CH3:20])([CH3:19])[CH3:18])=[O:15])[C@@H:10]([CH2:21][CH2:22][CH2:23][O:24][CH3:25])[CH2:9]1)C1C=CC=CC=1>[Pd]>[C:17]([O:16][C:14]([N:11]1[CH2:12][CH2:13][NH:8][CH2:9][C@@H:10]1[CH2:21][CH2:22][CH2:23][O:24][CH3:25])=[O:15])([CH3:20])([CH3:19])[CH3:18]. Procedure: The title compound was prepared according to the procedure described in Example 2, Step C, except using 4-benzyl-1-tert-butoxycarbonyl-2(S)-(3-methoxy-1-propyl)piperazine (0.870 g, 2.50 mmol) and 10% palladium on carbon (200 mg). The title compound was obtained as an oil (0.450 g). NMR (CDCl3, 300 MHz) δ 4.05 (1H, m), 3.85 (1H, m), 3.40 (2H, m), 3.35 (3H, s), 2.90 (5H, m), 2.70 (1H, dt, J=4, 7 Hz), 1.50-2.0 (4H, m), 1.45 (9H, s). Starting materials: NC(NCCC[C@@H](NC(C(C1=CC=CC=C1)C1=CC=CC=C1)=O)C(=O)O)=N[N+](=O)[O-] ((R)-N5 -[amino(nitroimino)methyl]-N2 -(diphenylacetyl)-ornithine), CNC(=O)C1=CC=C(C=C1)CN (4-[(methylamino)carbonyl]benzenemethylamine), C(#N)C1=CC=C(C(=O)NC)C=C1 (4-cyano-N-methylbenzamide), CN(C)C(=[N+](C)C)ON1C2=C(C=CC=C2)N=N1.[B-](F)(F)(F)F (TBTU). The reagents and catalysts are [Pd] (palladium). Solvent: C(C)#N (acetonitrile), CN(C=O)C (dimethylformamide). The product is NC(NCCC[C@@H](NC(C(C1=CC=CC=C1)C1=CC=CC=C1)=O)C(=O)NCC1=CC=C(C=C1)C(=O)NC)=N[N+](=O)[O-] ((R)-N5 -[Amino(nitroimino)methyl]-N2 -(diphenylacetyl)-N-[[4-[(methylamino)carbonyl]phenyl]methyl]-ornithinamide). Yield: 22.0%. As a reaction SMILES: [NH2:1][C:2](=[N:27][N+:28]([O-:30])=[O:29])[NH:3][CH2:4][CH2:5][CH2:6][C@H:7]([C:24](O)=[O:25])[NH:8][C:9](=[O:23])[CH:10]([C:17]1[CH:22]=[CH:21][CH:20]=[CH:19][CH:18]=1)[C:11]1[CH:16]=[CH:15][CH:14]=[CH:13][CH:12]=1.[CH3:31][NH:32][C:33]([C:35]1[CH:40]=[CH:39][C:38]([CH2:41][NH2:42])=[CH:37][CH:36]=1)=[O:34].C(C1C=CC(C(NC)=O)=CC=1)#N.CN(C(ON1N=NC2C=CC=CC1=2)=[N+](C)C)C.[B-](F)(F)(F)F>C(#N)C.[Pd].CN(C)C=O>[NH2:1][C:2](=[N:27][N+:28]([O-:30])=[O:29])[NH:3][CH2:4][CH2:5][CH2:6][C@H:7]([C:24]([NH:42][CH2:41][C:38]1[CH:37]=[CH:36][C:35]([C:33]([NH:32][CH3:31])=[O:34])=[CH:40][CH:39]=1)=[O:25])[NH:8][C:9](=[O:23])[CH:10]([C:17]1[CH:22]=[CH:21][CH:20]=[CH:19][CH:18]=1)[C:11]1[CH:16]=[CH:15][CH:14]=[CH:13][CH:12]=1 |f:3.4|. Procedure details: Prepared, analogously to Example 67a) but using acetonitrile as solvent instead of dimethylformamide, from (R)-N5 -[amino(nitroimino)methyl]-N2 -(diphenylacetyl)-ornithine, 4-[(methylamino)carbonyl]benzenemethylamine (prepared from 4-cyano-N-methylbenzamide by catalytic hydrogenation in the presence of palladium/animal charcoal) and TBTU in a yield of 22% of theory. The reactants are O=S(Cl)Cl (SOCl2), C=C (ethylene), FC1=CC=C(C=C1)CC(=O)O (4-fluorophenylacetic acid), crude product, [Al+3].[Cl-].[Cl-].[Cl-] (AlCl3), ice water. The solvent is ClC(C)Cl (dichloroethane), C(Cl)Cl (CH2Cl2), C(Cl)Cl (CH2Cl2). Run at temperature 0 celsius. The product is FC=1C=C2CCC(CC2=CC1)=O (6-fluoro-3,4-dihydro-1H-naphthalen-2-one). Reaction SMILES: [F:1][C:2]1[CH:7]=[CH:6][C:5]([CH2:8][C:9]([OH:11])=O)=[CH:4][CH:3]=1.O=S(Cl)Cl.[Al+3].[Cl-].[Cl-].[Cl-].[CH2:20]=[CH2:21]>ClC(Cl)C.C(Cl)Cl>[F:1][C:2]1[CH:3]=[C:4]2[C:5](=[CH:6][CH:7]=1)[CH2:8][C:9](=[O:11])[CH2:21][CH2:20]2 |f:2.3.4.5|. Procedure: 4-fluorophenylacetic acid (1 equivalent) was dissolved in dichloroethane (1.3 M) containing SOCl2 (3 equivalents), the mixture was refluxed for 90 minutes and the solvent was removed. Solution of this crude product in CH2Cl2 was added dropwise within 60 minutes to AlCl3 (2 eq) in CH2Cl2 (0.4 M) while stirring at 0° C. Thereafter, ethylene was introduced at 0° C. over 45 minutes, whereupon the mixture was stirred further at room temperature for 1 hour, and thereafter was treated at 0° C. with ice... Reactants: COCN(Cc1ccccc1)C[Si](C)(C)C, ClCCl, C=C(C(=O)O)C(F)(F)F, O=C(O)C(F)(F)F. Yields the product O=C(O)C1(C(F)(F)F)CCN(Cc2ccccc2)C1. As a reaction SMILES: [CH2:10]([c:11]1[cH:12][cH:13][cH:14][cH:15][cH:16]1)[N:17]([CH2:18][O:24][CH3:25])[CH2:21][Si:19]([CH3:20])([CH3:22])[CH3:23].[CH2:33]([Cl:34])[Cl:35].[F:1][C:2]([C:3]([C:4](=[O:5])[OH:6])=[CH2:7])([F:8])[F:9].[OH:26][C:27]([C:28]([F:29])([F:30])[F:31])=[O:32]>>[F:1][C:2]([C:3]1([C:4](=[O:5])[OH:6])[CH2:7][CH2:18][N:17]([CH2:10][c:11]2[cH:12][cH:13][cH:14][cH:15][cH:16]2)[CH2:21]1)([F:8])[F:9]. Reactants: COC(=O)C(Cc1ccc([N+](=O)[O-])cc1)C(=O)OC, CCOC(C)=O, [H][H]. Yields the product COC(=O)C(Cc1ccc(N)cc1)C(=O)OC. Reaction SMILES: [CH3:1][O:2][C:3]([CH:4]([CH2:5][c:6]1[cH:7][cH:8][c:9]([N+:12]([O-:13])=[O:14])[cH:10][cH:11]1)[C:15](=[O:16])[O:17][CH3:18])=[O:19].[CH3:22][CH2:23][O:24][C:25](=[O:26])[CH3:27].[H:20][H:21]>>[CH3:1][O:2][C:3]([CH:4]([CH2:5][c:6]1[cH:7][cH:8][c:9]([NH2:12])[cH:10][cH:11]1)[C:15](=[O:16])[O:17][CH3:18])=[O:19].